Task: describe an organic reaction: reactants, conditions, products, and yield. Dataset: the Open Reaction Database (ORD), a public repository of structured organic reaction records Starting materials: ClCCl, Cc1c2n(c3ccccc13)C(=O)C(CN(C)C)CC2, Cc1ncc[nH]1, CC(C)O, Cl. The product is Cc1c2n(c3ccccc13)C(=O)C(Cn1ccnc1C)CC2. As a reaction SMILES: [CH2:31]([Cl:32])[Cl:33].[CH3:1][c:2]1[c:3]2[n:4]([c:5]3[cH:6][cH:7][cH:8][cH:9][c:10]13)[C:11](=[O:19])[CH:12]([CH2:15][N:16]([CH3:17])[CH3:18])[CH2:13][CH2:14]2.[CH3:20][c:21]1[nH:22][cH:23][cH:24][n:25]1.[CH:27]([OH:28])([CH3:29])[CH3:30].[ClH:26]>>[CH3:1][c:2]1[c:3]2[n:4]([c:5]3[cH:6][cH:7][cH:8][cH:9][c:10]13)[C:11](=[O:19])[CH:12]([CH2:15][n:22]1[c:21]([CH3:20])[n:25][cH:24][cH:23]1)[CH2:13][CH2:14]2. Starting materials: C(#N)C=1C(=O)N(C(C1Cl)=O)C (2-cyano-3-chloro-N-methylmaleimide), CO (methanol). Product: C(#N)C=1C(=O)N(C(C1OC)=O)C (2-cyano-3-methoxy-N-methylmaleimide). The yield is 88.0%. As a reaction SMILES: [C:1]([C:3]1[C:4]([N:6]([CH3:11])[C:7](=[O:10])[C:8]=1Cl)=[O:5])#[N:2].[CH3:12][OH:13]>>[C:1]([C:3]1[C:4]([N:6]([CH3:11])[C:7](=[O:10])[C:8]=1[O:13][CH3:12])=[O:5])#[N:2]. Procedure details: 43 parts of 2-cyano-3-chloro-N-methylmaleimide are introduced into 100 parts by volume of methanol, the mixture is heated at the boil for fifteen minutes and then cooled, and thereafter the precipitate is filtered off under suction, washed with a small amount of methanol and dried. 37 parts (88% of theory) of 2-cyano-3-methoxy-N-methylmaleimide of melting point 123°-125° C. are obtained. IR (KBr): 2220, 1720, 1640 cm-1. Starting materials: FC(C1=C(C=CC=C1)CN1C2=CC=CC(=C2C=2C(=CC=CC12)O)C(=O)OC)(F)F (9-[(2-trifluoromethylphenyl)methyl]-4-hydroxy-5-carbomethoxy carbazole), [OH-].[NH4+] (ammonium hydroxide), Cl (HCl). Run in C(C)(=O)OCC (ethyl acetate), C1CCOC1 (THF). Yields the product FC(C1=C(C=CC=C1)CN1C2=CC=CC(=C2C=2C(=CC=CC12)O)C(N)=O)(F)F (9-[(2-trifluoromethylphenyl)methyl]-4-hydroxy-5-carbamoyl carbazole). Yield: 49.0%. Reaction SMILES: [F:1][C:2]([F:29])([F:28])[C:3]1[CH:8]=[CH:7][CH:6]=[CH:5][C:4]=1[CH2:9][N:10]1[C:22]2[CH:21]=[CH:20][CH:19]=[C:18]([OH:23])[C:17]=2[C:16]2[C:11]1=[CH:12][CH:13]=[CH:14][C:15]=2[C:24](OC)=[O:25].Cl.[OH-].[NH4+:32]>C1COCC1.C(OCC)(=O)C>[F:1][C:2]([F:29])([F:28])[C:3]1[CH:8]=[CH:7][CH:6]=[CH:5][C:4]=1[CH2:9][N:10]1[C:22]2[CH:21]=[CH:20][CH:19]=[C:18]([OH:23])[C:17]=2[C:16]2[C:11]1=[CH:12][CH:13]=[CH:14][C:15]=2[C:24](=[O:25])[NH2:32] |f:2.3|. Procedure details: A solution of the 9-[(2-trifluoromethylphenyl)methyl]-4-hydroxy-5-carbomethoxy carbazole (310 mg, 0.77 mM) in 5 mL THF and 20 mL concentrated aqueous ammonium hydroxide was sonicated for 25 hours at 40-50° C. The mixture was diluted with ethyl acetate and acidified to pH 1 with 5 N HCl. The aqueous layer was extracted twice with ethyl acetate. The combined organic extracts were washed with saturated brine, dried over magnesium sulfate, filtered, and concentrated. The residue was purified by colu... The reactants are [H-].[Al+3].[Li+].[H-].[H-].[H-] (Lithium aluminum hydride), C(C)OCC (diethyl ether), C1(CC1)C=1C=C(C#N)C=CC1OC (3-cyclopropyl-4-methoxybenzonitrile). Solvent: O1CCCC1 (tetrahydrofuran). Run at temperature 0 celsius, time 30 minute. The product is C1(CC1)C=1C=C(C=CC1OC)CN (1-(3-cyclopropyl-4-methoxyphenyl)methanamine). RXN SMILES: [H-].[Al+3].[Li+].[H-].[H-].[H-].C(OCC)C.[CH:12]1([C:15]2[CH:16]=[C:17]([CH:20]=[CH:21][C:22]=2[O:23][CH3:24])[C:18]#[N:19])[CH2:14][CH2:13]1>O1CCCC1>[CH:12]1([C:15]2[CH:16]=[C:17]([CH2:18][NH2:19])[CH:20]=[CH:21][C:22]=2[O:23][CH3:24])[CH2:14][CH2:13]1 |f:0.1.2.3.4.5|. Procedure: Lithium aluminum hydride in diethyl ether (17.3 ml, 1.0 M, 17.3 mmol, 3.0 eq) was carefully added over twenty minutes to a solution of 3-cyclopropyl-4-methoxybenzonitrile (8-2, 1.0 g, 5.77 mmol, 1.0 eq) in tetrahydrofuran (28.9 ml) at 0° C. under nitrogen atmosphere. The resulting dark orange mixture was allowed to stir at 0° C. for 30 min, then carefully quenched in the following order: water (1.0 ml), 15% NaOH aqueous (1.0 ml) and water (3.0 ml). The resulting emulsion was stirred at room temp...